From a dataset of the Open Reaction Database (ORD), a public repository of structured organic reaction records. describe an organic reaction: reactants, conditions, products, and yield Reaction SMILES: [Cl:1][C:2]([CH2:3][CH:4]1[CH:5]([C:9](=[O:10])[OH:11])[C:6]1([CH3:7])[CH3:8])([Cl:12])[Cl:13].[Na+:15].[OH-:14]>>[Cl:1][C:2](=[CH:3][CH:4]1[CH:5]([C:9](=[O:10])[OH:11])[C:6]1([CH3:7])[CH3:8])[Cl:12]. Starting materials: CC1(C)C(CC(Cl)(Cl)Cl)C1C(=O)O, [Na+], [OH-]. The product is CC1(C)C(C=C(Cl)Cl)C1C(=O)O. Starting materials: NC(=O)CBr, O=C1Nc2ccc(Cl)cc2C1(F)F, [H-], [Na+], CN(C)C=O, O. Product: NC(=O)CN1C(=O)C(F)(F)c2cc(Cl)ccc21. As a reaction SMILES: [Br:16][CH2:17][C:18](=[O:19])[NH2:20].[Cl:1][c:2]1[cH:3][c:4]2[c:8]([cH:9][cH:10]1)[NH:7][C:6](=[O:11])[C:5]2([F:12])[F:13].[H-:15].[Na+:14].[O:22]=[CH:23][N:24]([CH3:25])[CH3:26].[OH2:21]>>[Cl:1][c:2]1[cH:3][c:4]2[c:8]([cH:9][cH:10]1)[N:7]([CH2:17][C:18](=[O:19])[NH2:20])[C:6](=[O:11])[C:5]2([F:12])[F:13]. The reactants are C=CCCc1cccc2c1C(=O)C1=C(CCCC1)C2=O, CCOC(C)=O, [H][H]. The product is CCCCc1cccc2c1C(=O)C1=C(CCCC1)C2=O. Reaction SMILES: [CH2:1]([CH2:2][CH:3]=[CH2:4])[c:5]1[cH:6][cH:7][cH:8][c:9]2[c:18]1[C:17](=[O:19])[C:16]1=[C:11]([C:10]2=[O:20])[CH2:12][CH2:13][CH2:14][CH2:15]1.[CH3:23][CH2:24][O:25][C:26](=[O:27])[CH3:28].[H:21][H:22]>>[CH2:1]([CH2:2][CH2:3][CH3:4])[c:5]1[cH:6][cH:7][cH:8][c:9]2[c:18]1[C:17](=[O:19])[C:16]1=[C:11]([C:10]2=[O:20])[CH2:12][CH2:13][CH2:14][CH2:15]1. The reactants are N(=O)[O-].[Na+] (sodium nitrite), CC1(CCC(CC1)NC(N)=S)C (N'-(4.4-dimethylcyclohexyl)-thiourea), C1(=CC=CC=C1)S(=O)(=O)N (benzenesulfonamide), cyclohexyl mustard oil, C([O-])([O-])=O.[K+].[K+] (potassium carbonate). Run in CC(=O)C (acetone), O1CCOCC1.CC(=O)C (dioxane acetone), CC(=O)C (acetone), C(C)(=O)O (acetic acid). The product is CC1(CCC(CC1)NC(N)=O)C (N'-(4.4-dimethylcyclohexyl)-urea). Reaction SMILES: [CH3:1][C:2]1([CH3:12])[CH2:7][CH2:6][CH:5]([NH:8][C:9](=S)[NH2:10])[CH2:4][CH2:3]1.C1(S(N)(=O)=[O:20])C=CC=CC=1.C(=O)([O-])[O-].[K+].[K+].N([O-])=O.[Na+]>O1CCOCC1.CC(C)=O.CC(C)=O.C(O)(=O)C>[CH3:1][C:2]1([CH3:12])[CH2:7][CH2:6][CH:5]([NH:8][C:9](=[O:20])[NH2:10])[CH2:4][CH2:3]1 |f:2.3.4,5.6,7.8|. Procedure details: 2.9 g of N-[4-(β-<2-methoxy-5-chlorobenzamido>-ethyl)- benzene-sulfonyl]-N'-(4.4-dimethylcyclohexyl)-thiourea (prepared by reaction of 4-[β-<2-methoxy-5-chlorobenzamido>-ethyl]-benzenesulfonamide with cyclohexyl mustard oil in dioxane/acetone in the presence of potassium carbonate) melting point 175°-177°C and decomposition, are dissolved in 250 ml acetone. An aqueous solution of 0.7 g sodium nitrite is added and while stirring is continued at 5°C, 15 ml of 5N acetic acid are added dropwise. Aft...